The task is: describe an organic reaction: reactants, conditions, products, and yield. This data is from the Open Reaction Database (ORD), a public repository of structured organic reaction records. Reactants: ClC1=NC(=NC(=N1)Cl)C1=CC=CC=C1 (2,4-dichloro-6-phenyl-s-triazine), C1(O)=CC(O)=CC=C1 (resorcinol). Product: OC1=C(C=CC(=C1)O)C1=NC(=NC(=N1)C1=C(C=C(C=C1)O)O)C1=CC=CC=C1 (2,4-Bis-(2,4-dihydroxyphenyl)-6-phenyl-s-triazine). RXN SMILES: Cl[C:2]1[N:7]=[C:6](Cl)[N:5]=[C:4]([C:9]2[CH:14]=[CH:13][CH:12]=[CH:11][CH:10]=2)[N:3]=1.[C:15]1([CH:22]=[CH:21][CH:20]=[C:18]([OH:19])[CH:17]=1)[OH:16]>>[OH:16][C:15]1[CH:17]=[C:18]([OH:19])[CH:20]=[CH:21][C:22]=1[C:2]1[N:7]=[C:6]([C:20]2[CH:21]=[CH:22][C:15]([OH:16])=[CH:17][C:18]=2[OH:19])[N:5]=[C:4]([C:9]2[CH:14]=[CH:13][CH:12]=[CH:11][CH:10]=2)[N:3]=1. Procedure details: Following the procedure of Example 14, the title compound is prepared by the reaction of 2,4-dichloro-6-phenyl-s-triazine and resorcinol. Isolated yield 87.0%. Product: FC(C=1C=C(CN)C=C(C1)C(F)(F)F)(F)F (3,5-bis(trifluoromethyl)benzylamine). Procedure: At first, a 1-liter autoclave equipped with a mechanical stirrer was charged with 50 g (0.21 mol) of 3,5-bis(trifluoromethyl)benzonitrile, 200 ml of 2M-ammoniacal methanol solution (containing 400 mmol of ammonia), and 3 g of a catalyst (i.e., a carbon powder (50% wet) carrying thereon 5% palladium), followed by introduction of hydrogen to have a pressure of 1 MPa. Then, the reaction mixture was stirred, while the reaction temperature was maintained at 20° C. and while hydrogen was gradually int... Reagents/catalysts: catalyst, [Pd] (palladium). As a reaction SMILES: [F:1][C:2]([F:16])([F:15])[C:3]1[CH:4]=[C:5]([CH:8]=[C:9]([C:11]([F:14])([F:13])[F:12])[CH:10]=1)[C:6]#[N:7].CO.[H][H]>[Pd]>[F:1][C:2]([F:15])([F:16])[C:3]1[CH:4]=[C:5]([CH:8]=[C:9]([C:11]([F:14])([F:12])[F:13])[CH:10]=1)[CH2:6][NH2:7]. Starting materials: [H][H] (hydrogen), [H][H] (hydrogen), FC(C=1C=C(C#N)C=C(C1)C(F)(F)F)(F)F (3,5-bis(trifluoromethyl)benzonitrile), CO (methanol). The reactants are FC(C(C(=O)OCC)CCCC)(F)F (Ethyl 2-trifluoromethylhexanoate), S(O)(O)(=O)=O (sulfuric acid), [Cl-].[Na+] (sodium chloride). The product is FC(C(C(=O)O)CCCC)(F)F (2-trifluoromethylhexanoic acid). Isolated yield 86.0%. As a reaction SMILES: [F:1][C:2]([F:14])([F:13])[CH:3]([CH2:9][CH2:10][CH2:11][CH3:12])[C:4]([O:6]CC)=[O:5].S(=O)(=O)(O)O.[Cl-].[Na+]>>[F:1][C:2]([F:13])([F:14])[CH:3]([CH2:9][CH2:10][CH2:11][CH3:12])[C:4]([OH:6])=[O:5] |f:2.3|. Procedure details: Ethyl 2-trifluoromethylhexanoate (10.05 g.) was mixed with 50 ml. of concentrated sulfuric acid and warmed to 75° C. for 20 hours. After cooling, the acid was poured onto excess ice. The resulting mixture was saturated with sodium chloride, extracted with ether (3×100 ml.). The combined ether extracts were dried (MgSO4) and evaporated to give a residual oil which yielded 2-trifluoromethylhexanoic acid (7.50 g.) upon distillation, b.p. 80°-85°/2.8 mmHg. Reaction SMILES: [C:1]([O:4][CH2:5][C:6]1[C:7](=[O:27])[N:8]2[C:12](=[CH:13][C:14]=1[CH:15]([CH2:21][CH3:22])C(OCC)=O)[C:11]1([O:26][CH2:25][CH2:24][O:23]1)[CH2:10][CH2:9]2)(=[O:3])C.O.[OH-].[Li+]>CO>[CH2:21]([CH:15]1[C:14]2[CH:13]=[C:12]3[N:8]([CH2:9][CH2:10][C:11]43[O:23][CH2:24][CH2:25][O:26]4)[C:7](=[O:27])[C:6]=2[CH2:5][O:4][C:1]1=[O:3])[CH3:22] |f:2.3|. Procedure details: Dissolved in 15 ml of methanol was 759 mg of ethyl 6-[(acetoxy)methyl]-α-ethyl-1,1-(ethylenedioxy)-5-oxo-1,2,3,5-tetrahydroindolizine-7-acetate (V), followed by an addition of 5 ml of water and a further addition of 420 mg of lithium hydroxide (monohydrate). The resultant mixture was stirred at room temperature for 2 hours. After removal of methanol by distillation, the residue was added first with about 10 ml of ice water and then with 1.5 ml of acetic acid, followed by stirring at room tempera... The reactants are C(C)(=O)OCC=1C(N2CCC3(C2=CC1C(C(=O)OCC)CC)OCCO3)=O (ethyl 6-[(acetoxy)methyl]-α-ethyl-1,1-(ethylenedioxy)-5-oxo-1,2,3,5-tetrahydroindolizine-7-acetate), resultant mixture, O (water), [OH-].[Li+] (lithium hydroxide). Reaction conditions: time 22 hour. Run in CO (methanol). Yields the product C(C)C1C(OCC=2C(N3CCC4(C3=CC21)OCCO4)=O)=O (4-Ethyl-6,6-(ethylenedioxy)-7,8-dihydro-1H-pyrano[3,4-f]indolizine-3,10(4H)-dione). Reactants: N1(CCCC1)C1=NC=CC=C1 (Pyrrolidinopyridine), ClC(=O)OCCCC (butyl chloroformate), N1(C=NC=C1)CC1=CC=C(C=C1)C1=C(SC(=C1)CC(C)C)S(=O)(=O)N (3-(4-Imidazol-1-ylmethylphenyl)-5-iso-butylthiophene-2-sulfonamide). Run in N1=CC=CC=C1 (pyridine). Conditions: time 8 hour. Product: C(CCC)OC(=O)NS(=O)(=O)C=1SC(=CC1C1=CC=C(C=C1)CN1C=NC=C1)CC(C)C (N-Butyloxycarbonyl-3-(4-imidazol-1-ylmethylphenyl)-5-iso-butylthiophene-2-sulfonamide). Yield: 46.5%. RXN SMILES: [N:1]1([CH2:6][C:7]2[CH:12]=[CH:11][C:10]([C:13]3[CH:17]=[C:16]([CH2:18][CH:19]([CH3:21])[CH3:20])[S:15][C:14]=3[S:22]([NH2:25])(=[O:24])=[O:23])=[CH:9][CH:8]=2)[CH:5]=[CH:4][N:3]=[CH:2]1.N1(C2C=CC=CN=2)CCCC1.Cl[C:38]([O:40][CH2:41][CH2:42][CH2:43][CH3:44])=[O:39]>N1C=CC=CC=1>[CH2:41]([O:40][C:38]([NH:25][S:22]([C:14]1[S:15][C:16]([CH2:18][CH:19]([CH3:21])[CH3:20])=[CH:17][C:13]=1[C:10]1[CH:11]=[CH:12][C:7]([CH2:6][N:1]2[CH:5]=[CH:4][N:3]=[CH:2]2)=[CH:8][CH:9]=1)(=[O:24])=[O:23])=[O:39])[CH2:42][CH2:43][CH3:44]. Procedure: The crude 3-(4-imidazol- 1 -ylmethylphenyl)-5-iso-butylthiophene-2-sulfonamide from step (f) above was dissolved in pyridine (2 mL, dried over 4 Å molecular sieve). Pyrrolidinopyridine (40.52 mg, 0.2618 mmol) and butyl chloroformate (363.5 mg, 0.339 mL) were added to the mixture. The mixture was stirred overnight under a N2 atmosphere at room temperature. Evaporation and co-evaporation with acetonitrile to remove the solvents and purification on column chromatography with 10% MeOH in chloroform ...